This data is from the Open Reaction Database (ORD), a public repository of structured organic reaction records. The task is: describe an organic reaction: reactants, conditions, products, and yield The reactants are CC(=O)c1ccccc1, Cc1nc2cc(C(F)(F)F)cc(N)c2n1C(C)C, Cc1ccccc1C. Product: CC(=Nc1cc(C(F)(F)F)cc2nc(C)n(C(C)C)c12)c1ccccc1. Reaction SMILES: [CH3:1][C:2](=[O:3])[c:4]1[cH:5][cH:6][cH:7][cH:8][cH:9]1.[CH:10]([CH3:11])([CH3:12])[n:13]1[c:14]([CH3:27])[n:15][c:16]2[c:17]1[c:18]([NH2:26])[cH:19][c:20]([C:22]([F:23])([F:24])[F:25])[cH:21]2.[c:28]1([CH3:29])[c:30]([CH3:31])[cH:32][cH:33][cH:34][cH:35]1>>[CH3:1][C:2]([c:4]1[cH:5][cH:6][cH:7][cH:8][cH:9]1)=[N:26][c:18]1[c:17]2[n:13]([CH:10]([CH3:11])[CH3:12])[c:14]([CH3:27])[n:15][c:16]2[cH:21][c:20]([C:22]([F:23])([F:24])[F:25])[cH:19]1. Starting materials: CS(=O)(=O)Cl, CCOC(C)=O, O, c1ccncc1, Cc1c(C(N)=O)sc2ccc(OCc3cccc(OCc4ccc5ccccc5n4)c3)cc12. Yields the product Cc1c(C#N)sc2ccc(OCc3cccc(OCc4ccc5ccccc5n4)c3)cc12. As a reaction SMILES: [CH3:34][S:35](=[O:36])(=[O:37])[Cl:38].[CH3:40][CH2:41][O:42][C:43](=[O:44])[CH3:45].[OH2:39].[cH:46]1[cH:47][cH:48][n:49][cH:50][cH:51]1.[n:1]1[c:2]([CH2:11][O:12][c:13]2[cH:14][c:15]([CH2:16][O:17][c:18]3[cH:19][c:20]4[c:21]([s:22][c:23]([C:26](=[O:27])[NH2:28])[c:24]4[CH3:25])[cH:29][cH:30]3)[cH:31][cH:32][cH:33]2)[cH:3][cH:4][c:5]2[cH:6][cH:7][cH:8][cH:9][c:10]12>>[n:1]1[c:2]([CH2:11][O:12][c:13]2[cH:14][c:15]([CH2:16][O:17][c:18]3[cH:19][c:20]4[c:21]([s:22][c:23]([C:26]#[N:28])[c:24]4[CH3:25])[cH:29][cH:30]3)[cH:31][cH:32][cH:33]2)[cH:3][cH:4][c:5]2[cH:6][cH:7][cH:8][cH:9][c:10]12. Reactants: C1CCOC1, CCOC(=O)Cc1cc(Cl)c(NC(=O)c2c3ccccc3nn2C)cc1F, Cl, [Na+], [OH-]. Yields the product Cn1nc2ccccc2c1C(=O)Nc1cc(F)c(CC(=O)O)cc1Cl. RXN SMILES: [CH2:28]1[O:29][CH2:30][CH2:31][CH2:32]1.[Cl:1][c:2]1[c:3]([NH:15][C:16](=[O:17])[c:18]2[n:19]([CH3:27])[n:20][c:21]3[cH:22][cH:23][cH:24][cH:25][c:26]23)[cH:4][c:5]([F:14])[c:6]([CH2:8][C:9](=[O:10])[O:11][CH2:12][CH3:13])[cH:7]1.[ClH:35].[Na+:34].[OH-:33]>>[Cl:1][c:2]1[c:3]([NH:15][C:16](=[O:17])[c:18]2[n:19]([CH3:27])[n:20][c:21]3[cH:22][cH:23][cH:24][cH:25][c:26]23)[cH:4][c:5]([F:14])[c:6]([CH2:8][C:9](=[O:10])[OH:11])[cH:7]1. The reactants are COC=1C=C2C=C(NC2=CC1)C1=CC=CC=C1 (5-methoxy-2-phenylindole), [H-].[Na+] (sodium hydride), ClCCl.CCCCCC (dichloromethane hexane), BrCC=1C=C(C(=O)OC)C=CC1 (methyl 3-(bromomethyl)benzoate). The solvent is CN(C=O)C (N,N-dimethylformamide). Conditions: time 70 minute. The product is COC=1C=C2C=C(N(C2=CC1)CC=1C=C(C(=O)OC)C=CC1)C1=CC=CC=C1 (Methyl 3-(5-methoxy-2-phenylindol-1-ylmethyl)benzoate). The yield is 41.7%. As a reaction SMILES: [CH3:1][O:2][C:3]1[CH:4]=[C:5]2[C:9](=[CH:10][CH:11]=1)[NH:8][C:7]([C:12]1[CH:17]=[CH:16][CH:15]=[CH:14][CH:13]=1)=[CH:6]2.[H-].[Na+].Br[CH2:21][C:22]1[CH:23]=[C:24]([CH:29]=[CH:30][CH:31]=1)[C:25]([O:27][CH3:28])=[O:26].ClCCl.CCCCCC>CN(C)C=O>[CH3:1][O:2][C:3]1[CH:4]=[C:5]2[C:9](=[CH:10][CH:11]=1)[N:8]([CH2:21][C:22]1[CH:23]=[C:24]([CH:29]=[CH:30][CH:31]=1)[C:25]([O:27][CH3:28])=[O:26])[C:7]([C:12]1[CH:13]=[CH:14][CH:15]=[CH:16][CH:17]=1)=[CH:6]2 |f:1.2,4.5|. Procedure details: To a solution of 5-methoxy-2-phenylindole (73.0 mg) in N,N-dimethylformamide (1.6 mL) was added sodium hydride (dispersed in liquid paraffin, minimum 55%, 22 mg) under cooling with ice, and the mixture was stirred at room temperature for 70 minutes. Then methyl 3-(bromomethyl)benzoate (89.9 mg) was added, and the mixture was stirred at 100° C. for 6 hours. The reaction mixture was cooled to room temperature. Saturated ammonium chloride-water (2/1) were added and this resulting mixture was extrac... The reactants are C1(C=2C(C(N1)=O)=CC=CC2)=O (phthalimide), C1(=CC=CC=C1)P(C1=CC=CC=C1)C1=CC=CC=C1 (triphenylphosphine), N(=NC(=O)OCC)C(=O)OCC (diethyl azodicarboxylate), ClC=1C=CC(=C(C(=O)C2=C(C=CC=C2F)F)C1)N1C(=NC=C1)CO (5-chloro-2',6'-difluoro-2-[2-(hydroxymethyl)imidazol-1-yl]benzophenone). Product: ClC=1C=CC(=C(C(=O)C2=C(C=CC=C2F)F)C1)N1C(=NC=C1)CN1C(C=2C(C1=O)=CC=CC2)=O (5-chloro-2',6'-difluoro-2-[2-(phthalimidomethyl)imidazol-1-yl]benzophenone). RXN SMILES: [Cl:1][C:2]1[CH:3]=[CH:4][C:5]([N:18]2[CH:22]=[CH:21][N:20]=[C:19]2[CH2:23]O)=[C:6]([CH:17]=1)[C:7]([C:9]1[C:14]([F:15])=[CH:13][CH:12]=[CH:11][C:10]=1[F:16])=[O:8].[C:25]1(=[O:35])[NH:29][C:28](=[O:30])[C:27]2=[CH:31][CH:32]=[CH:33][CH:34]=[C:26]12.C1(P(C2C=CC=CC=2)C2C=CC=CC=2)C=CC=CC=1.N(C(OCC)=O)=NC(OCC)=O>>[Cl:1][C:2]1[CH:3]=[CH:4][C:5]([N:18]2[CH:22]=[CH:21][N:20]=[C:19]2[CH2:23][N:29]2[C:25](=[O:35])[C:26]3=[CH:34][CH:33]=[CH:32][CH:31]=[C:27]3[C:28]2=[O:30])=[C:6]([CH:17]=1)[C:7]([C:9]1[C:10]([F:16])=[CH:11][CH:12]=[CH:13][C:14]=1[F:15])=[O:8]. Reported procedure: In the manner given in Example 17, 5-chloro-2',6'-difluoro-2-[2-(hydroxymethyl)imidazol-1-yl]benzophenone is treated with phthalimide and triphenylphosphine and finally with diethyl azodicarboxylate to give 5-chloro-2',6'-difluoro-2-[2-(phthalimidomethyl)imidazol-1-yl]benzophenone. The reactants are Cc1ccnc(Br)c1, O=C([O-])[O-], CC(C)(C)P(C(C)(C)C)C(C)(C)C, C[Si](C)(C)c1cccc(B(O)O)c1, O=C(C=Cc1ccccc1)C=Cc1ccccc1, O=C(C=Cc1ccccc1)C=Cc1ccccc1, O=C(C=Cc1ccccc1)C=Cc1ccccc1, [Cs+], [Cs+], C1COCCO1, [Pd], [Pd]. The product is Cc1ccnc(-c2cccc([Si](C)(C)C)c2)c1. Reaction SMILES: [Br:14][c:15]1[n:16][cH:17][cH:18][c:19]([CH3:21])[cH:20]1.[C:22](=[O:23])([O-:24])[O-:25].[C:28]([P:29]([C:30]([CH3:31])([CH3:32])[CH3:33])[C:34]([CH3:35])([CH3:36])[CH3:37])([CH3:38])([CH3:39])[CH3:40].[CH3:1][Si:2]([c:3]1[cH:4][c:5]([B:9]([OH:10])[OH:11])[cH:6][cH:7][cH:8]1)([CH3:12])[CH3:13].[CH:43](=[CH:44][C:45]([CH:46]=[CH:47][c:48]1[cH:49][cH:50][cH:51][cH:52][cH:53]1)=[O:54])[c:55]1[cH:56][cH:57][cH:58][cH:59][cH:60]1.[CH:61](=[CH:62][C:63]([CH:64]=[CH:65][c:66]1[cH:67][cH:68][cH:69][cH:70][cH:71]1)=[O:72])[c:73]1[cH:74][cH:75][cH:76][cH:77][cH:78]1.[CH:79](=[CH:80][C:81]([CH:82]=[CH:83][c:84]1[cH:85][cH:86][cH:87][cH:88][cH:89]1)=[O:90])[c:91]1[cH:92][cH:93][cH:94][cH:95][cH:96]1.[Cs+:26].[Cs+:27].[O:97]1[CH2:98][CH2:99][O:100][CH2:101][CH2:102]1.[Pd:41].[Pd:42]>>[CH3:1][Si:2]([c:3]1[cH:4][c:5](-[c:15]2[n:16][cH:17][cH:18][c:19]([CH3:21])[cH:20]2)[cH:6][cH:7][cH:8]1)([CH3:12])[CH3:13]. The reactants are C1(=CC=CC=C1)S(=O)(=O)C1(C[C@]2(C[C@H]2C1)C1=CC(=C(C=C1)Cl)Cl)SC ((1S,5S)-3-Benzenesulfonyl-1-(3,4-dichlorophenyl)-3-methylsulfanyl-bicyclo[3.1.0]hexane), CO (methanol), Cl (hydrochloric acid). Run in C(C)(=O)OCC.CCCCCC (ethyl acetate hexane). Product: ClC=1C=C(C=CC1Cl)[C@]12CC(C[C@@H]2C1)=O ((1S,5S)-1-(3,4-Dichlorophenyl)bicyclo[3.1.0]hexan-3-one). Isolated yield 99.0%. Reaction SMILES: C1(S([C:10]2(SC)[CH2:15][C@H:14]3[C@:12]([C:16]4[CH:21]=[CH:20][C:19]([Cl:22])=[C:18]([Cl:23])[CH:17]=4)([CH2:13]3)[CH2:11]2)(=O)=O)C=CC=CC=1.C[OH:27].Cl>C(OCC)(=O)C.CCCCCC>[Cl:23][C:18]1[CH:17]=[C:16]([C@:12]23[CH2:13][C@H:14]2[CH2:15][C:10](=[O:27])[CH2:11]3)[CH:21]=[CH:20][C:19]=1[Cl:22] |f:3.4|. Procedure details: (1S,5S)-3-Benzenesulfonyl-1-(3,4-dichlorophenyl)-3-methylsulfanyl-bicyclo[3.1.0]hexane (3.5 g, 8.4 mmol), methanol (15 mL) and concentrated hydrochloric acid (3 mL) were heated to reflux for 7 hours. The reaction was monitored by TLC (ethyl acetate/hexane(20:80)). The reaction mixture was concentrated under reduced pressure to remove methanol. The pH of the reaction mass was adjusted to 8-9 with saturated sodium bicarbonate solution. The aqueous layer was extracted with diethyl ether (300 mL). T...